Dataset: the Open Reaction Database (ORD), a public repository of structured organic reaction records. Task: describe an organic reaction: reactants, conditions, products, and yield RXN SMILES: C[O:2][C:3](=[O:35])[CH2:4][C:5]1[CH:10]=[CH:9][C:8]([O:11][CH3:12])=[C:7]([O:13][C:14]2[CH:19]=[CH:18][C:17]([Br:20])=[CH:16][C:15]=2[CH2:21][N:22]2[C@@H:26]([CH3:27])[C@@H:25]([C:28]3[CH:33]=[CH:32][CH:31]=[CH:30][CH:29]=3)[O:24][C:23]2=[O:34])[CH:6]=1.C1(B(O)O)C=CC=CC=1>>[Br:20][C:17]1[CH:18]=[CH:19][C:14]([O:13][C:7]2[CH:6]=[C:5]([CH2:4][C:3]([OH:35])=[O:2])[CH:10]=[CH:9][C:8]=2[O:11][CH3:12])=[C:15]([CH2:21][N:22]2[C@@H:26]([CH3:27])[C@@H:25]([C:28]3[CH:33]=[CH:32][CH:31]=[CH:30][CH:29]=3)[O:24][C:23]2=[O:34])[CH:16]=1. The product is BrC1=CC(=C(OC=2C=C(C=CC2OC)CC(=O)O)C=C1)CN1C(O[C@@H]([C@@H]1C)C1=CC=CC=C1)=O ({3-[4-Bromo-2-((4S,5R)-4-methyl-2-oxo-5-phenyl-oxazolidin-3-ylmethyl)-phenoxy]-4-methoxy-phenyl}-acetic acid). Starting materials: COC(CC1=CC(=C(C=C1)OC)OC1=C(C=C(C=C1)Br)CN1C(O[C@@H]([C@@H]1C)C1=CC=CC=C1)=O)=O ({3-[4-bromo-2-((4S,5R)-4-methyl-2-oxo-5-phenyl-oxazolidin-3-ylmethyl)-phenoxy]-4-methoxy-phenyl}-acetic acid methyl ester), C1(=CC=CC=C1)B(O)O (phenylboronic acid). Procedure: Prepared according to the procedure described in Example 19, Step 3, using the following starting materials: {3-[4-bromo-2-((4S,5R)-4-methyl-2-oxo-5-phenyl-oxazolidin-3-ylmethyl)-phenoxy]-4-methoxy-phenyl}-acetic acid methyl ester and phenylboronic acid. Reactants: C(C1=CC=CC=C1)(=O)N1CCC(CC1)CCOS(=O)(=O)C1=CC=C(C=C1)C (1-benzoyl-4[(p-toluene sulfonyl)oxyethyl]piperidine), [H-].[Na+] (sodium hydride), C(C=CC1=CC=CC=C1)O (Cinnamyl alcohol), [H-].[Na+] (sodium hydride), [H][H] (hydrogen). The solvent is CN(C)C=O (DMF), CN(C=O)C (N,N-dimethylformamide). Run at time 18 hour. Product: C(C1=CC=CC=C1)(=O)N1CCC(CC1)CCOC\C=C\C1=CC=CC=C1 ((E)-1-benzoyl-4-[(3-phenyl-2-propenyloxy)ethyl]piperidine). The yield is 64.6%. Reaction SMILES: [CH2:1]([OH:10])[CH:2]=[CH:3][C:4]1[CH:9]=[CH:8][CH:7]=[CH:6][CH:5]=1.[H-].[Na+].[H][H].[C:15]([N:23]1[CH2:28][CH2:27][CH:26]([CH2:29][CH2:30]OS(C2C=CC(C)=CC=2)(=O)=O)[CH2:25][CH2:24]1)(=[O:22])[C:16]1[CH:21]=[CH:20][CH:19]=[CH:18][CH:17]=1>CN(C)C=O>[C:15]([N:23]1[CH2:28][CH2:27][CH:26]([CH2:29][CH2:30][O:10][CH2:1]/[CH:2]=[CH:3]/[C:4]2[CH:9]=[CH:8][CH:7]=[CH:6][CH:5]=2)[CH2:25][CH2:24]1)(=[O:22])[C:16]1[CH:21]=[CH:20][CH:19]=[CH:18][CH:17]=1 |f:1.2|. Reported procedure: Cinnamyl alcohol (1.52 g, 11.3 mmol) and sodium hydride (0.56 g, 14 mmol, 60% oil disp.) were stirred in dry N,N-dimethylformamide (15 mL) at room temperature under a nitrogen atmosphere for 45 minutes. After the hydrogen gas evolution had ceased, a solution of 1-benzoyl-4[(p-toluene sulfonyl)oxyethyl]piperidine (3.93 g, 11.3 mmol) in dry DMF (40 mL) was added, and the mixture was stirred for 18 hours. Additional sodium hydride (0.53 g) was added, and the reaction was further stirred for 24 hour... The reactants are ClC1=C(C(=O)C(C(=O)OC(C)(C)C)C(CC)=O)C=CC(=C1)S(=O)(=O)C (t-butyl 2-[2-chloro-4-(methylsulphonyl)benzoyl]-3-oxopentanoate), C1(=CC=C(C=C1)S(=O)(=O)O)C (4-toluenesulphonic acid). Solvent: C1(=CC=CC=C1)C (toluene). Yields the product ClC1=C(C=CC(=C1)S(=O)(=O)C)C(CC(CC)=O)=O (1-[2-chloro-4-(methylsulphonyl)phenyl]pentan-1,3-dione). Yield: 78.8%. Reaction SMILES: [Cl:1][C:2]1[CH:21]=[C:20]([S:22]([CH3:25])(=[O:24])=[O:23])[CH:19]=[CH:18][C:3]=1[C:4]([CH:6]([C:14](=[O:17])[CH2:15][CH3:16])C(OC(C)(C)C)=O)=[O:5].C1(C)C=CC(S(O)(=O)=O)=CC=1>C1(C)C=CC=CC=1>[Cl:1][C:2]1[CH:21]=[C:20]([S:22]([CH3:25])(=[O:24])=[O:23])[CH:19]=[CH:18][C:3]=1[C:4](=[O:5])[CH2:6][C:14](=[O:17])[CH2:15][CH3:16]. Reported procedure: A mixture of crude t-butyl 2-[2-chloro-4-(methylsulphonyl)benzoyl]-3-oxopentanoate (12.0 g) and 4-toluenesulphonic acid (0.1 g) in toluene was stirred and heated at reflux for 3.5 hours. After cooling, the mixture was washed with water, dried (MgSO4) and filtered. The filtrate was evaporated to dryness and the residue was triturated with ether and filtered to give 1-[2-chloro-4-(methylsulphonyl)phenyl]pentan-1,3-dione (7.02 g) as a white solid NMR(CDCl3): 1.2(t,3H) 2.45 (q,2H) 3.0(s,3H) 5.9(s,1H... Starting materials: COC(COC(=O)c1ccc(S(C)(=O)=O)c(OCC(OC)OC)c1C)OC, CO, Cl, [Na+], [OH-]. The product is COC(COc1c(S(C)(=O)=O)ccc(C(=O)O)c1C)OC. As a reaction SMILES: [CH3:1][O:2][CH:3]([CH2:4][O:5][c:6]1[c:7]([CH3:25])[c:8]([C:9](=[O:10])[O:11][CH2:12][CH:13]([O:14][CH3:15])[O:16][CH3:17])[cH:18][cH:19][c:20]1[S:21](=[O:22])(=[O:23])[CH3:24])[O:26][CH3:27].[CH3:31][OH:32].[ClH:30].[Na+:29].[OH-:28]>>[CH3:1][O:2][CH:3]([CH2:4][O:5][c:6]1[c:7]([CH3:25])[c:8]([C:9](=[O:10])[OH:11])[cH:18][cH:19][c:20]1[S:21](=[O:22])(=[O:23])[CH3:24])[O:26][CH3:27]. The reactants are 15g, ClC=1C=C2C(=CNC2=CC1)CC(C)C1OCCO1 (5-chloro-3-[2-(1,3-dioxolan-2-yl)propyl] indole), C1(=CC=CC=C1)OC (anisole), 30g, FC1=CC=C(C=C1)I (4-fluoroiodobenzene), 30g, 60g, C([O-])([O-])=O.[Na+].[Na+] (sodium carbonate). The reagents and catalysts are [Cu] (copper). Product: ClC=1C=C2C(=CN(C2=CC1)C1=CC=C(C=C1)F)CC(C)C1OCCO1 (5-chloro-1-(4-fluorophenyl)-3-[2-(1,3-dioxolan-2-yl)propyl] indole). As a reaction SMILES: [Cl:1][C:2]1[CH:3]=[C:4]2[C:8](=[CH:9][CH:10]=1)[NH:7][CH:6]=[C:5]2[CH2:11][CH:12]([CH:14]1[O:18][CH2:17][CH2:16][O:15]1)[CH3:13].C1(OC)C=CC=CC=1.[F:27][C:28]1[CH:33]=[CH:32][C:31](I)=[CH:30][CH:29]=1.C(=O)([O-])[O-].[Na+].[Na+]>[Cu]>[Cl:1][C:2]1[CH:3]=[C:4]2[C:8](=[CH:9][CH:10]=1)[N:7]([C:31]1[CH:32]=[CH:33][C:28]([F:27])=[CH:29][CH:30]=1)[CH:6]=[C:5]2[CH2:11][CH:12]([CH:14]1[O:18][CH2:17][CH2:16][O:15]1)[CH3:13] |f:3.4.5|. Reported procedure: A mixture of 15g (0.067 mole) of 5-chloro-3-[2-(1,3-dioxolan-2-yl)propyl] indole, 225 ml of anisole, 30g (0.135 mole) of 4-fluoroiodobenzene, 30g of copper powder and 60g of dry sodium carbonate are heated to reflux for 96 hours.